From a dataset of the Open Reaction Database (ORD), a public repository of structured organic reaction records. describe an organic reaction: reactants, conditions, products, and yield Reactants: [Li]CCCC, COc1cccc(CNc2ccccc2)c1, CCOCC, CCCCCC, CI. Product: COc1cccc(CN(C)c2ccccc2)c1. Reaction SMILES: [CH2:17]([Li:18])[CH2:19][CH2:20][CH3:21].[CH2:1]([c:2]1[cH:3][c:4]([O:8][CH3:9])[cH:5][cH:6][cH:7]1)[NH:10][c:11]1[cH:12][cH:13][cH:14][cH:15][cH:16]1.[CH2:24]([O:25][CH2:26][CH3:27])[CH3:28].[CH3:29][CH2:30][CH2:31][CH2:32][CH2:33][CH3:34].[I:22][CH3:23]>>[CH2:1]([c:2]1[cH:3][c:4]([O:8][CH3:9])[cH:5][cH:6][cH:7]1)[N:10]([c:11]1[cH:12][cH:13][cH:14][cH:15][cH:16]1)[CH3:17]. Starting materials: [N+](=O)([O-])C=1C=C(NC(C2=CC=C(C=C2)N2C=NC=C2)=O)C=CC1[N+](=O)[O-] (3,4-dinitro-N-(4-imidazol-1-ylbenzoyl)aniline), COC1=CC=C(C=O)C=C1 (4-methoxybenzaldehyde). Yields the product N1(C=NC=C1)C1=CC=C(C(=O)NC2=CC3=C(NC(=N3)C3=CC=C(C=C3)OC)C=C2)C=C1 (4-(1H-imidazol-1-yl)-N-(2-(4-methoxyphenyl)-1H-benzo[d]imidazol-5-yl)benzamide). Reaction SMILES: [N+:1]([C:4]1[CH:5]=[C:6]([CH:21]=[CH:22][C:23]=1[N+:24]([O-])=O)[NH:7][C:8](=[O:20])[C:9]1[CH:14]=[CH:13][C:12]([N:15]2[CH:19]=[CH:18][N:17]=[CH:16]2)=[CH:11][CH:10]=1)([O-])=O.[CH3:27][O:28][C:29]1[CH:36]=[CH:35][C:32]([CH:33]=O)=[CH:31][CH:30]=1>>[N:15]1([C:12]2[CH:13]=[CH:14][C:9]([C:8]([NH:7][C:6]3[CH:21]=[CH:22][C:23]4[NH:24][C:33]([C:32]5[CH:35]=[CH:36][C:29]([O:28][CH3:27])=[CH:30][CH:31]=5)=[N:1][C:4]=4[CH:5]=3)=[O:20])=[CH:10][CH:11]=2)[CH:19]=[CH:18][N:17]=[CH:16]1. Procedure details: Compound 209 was prepared according to the procedure similar to that described in Scheme III from 3,4-dinitro-N-(4-imidazol-1-ylbenzoyl)aniline and 4-methoxybenzaldehyde. [M+H]+ calcd for C24H19N5O2: 410.05; found: 410.00. The reactants are [Br-], CC1(C)CC(C)(C)c2cc(Br)cc(C=O)c2O1, C=P(c1ccccc1)(c1ccccc1)c1ccccc1, [Li]CCCC, C[P+](c1ccccc1)(c1ccccc1)c1ccccc1, CCCCCC. Product: C=Cc1cc(Br)cc2c1OC(C)(C)CC2(C)C. RXN SMILES: [Br-:43].[Br:26][c:27]1[cH:28][c:29]2[c:34]([c:35]([CH:37]=[O:38])[cH:36]1)[O:33][C:32]([CH3:39])([CH3:40])[CH2:31][C:30]2([CH3:41])[CH3:42].[CH2:1]=[P:2]([c:3]1[cH:4][cH:5][cH:6][cH:7][cH:8]1)([c:9]1[cH:10][cH:11][cH:12][cH:13][cH:14]1)[c:15]1[cH:16][cH:17][cH:18][cH:19][cH:20]1.[CH2:21]([Li:22])[CH2:23][CH2:24][CH3:25].[CH3:44][P+:45]([c:46]1[cH:47][cH:48][cH:49][cH:50][cH:51]1)([c:52]1[cH:53][cH:54][cH:55][cH:56][cH:57]1)[c:58]1[cH:59][cH:60][cH:61][cH:62][cH:63]1.[CH3:64][CH2:65][CH2:66][CH2:67][CH2:68][CH3:69]>>[CH2:1]=[CH:37][c:35]1[c:34]2[c:29]([cH:28][c:27]([Br:26])[cH:36]1)[C:30]([CH3:41])([CH3:42])[CH2:31][C:32]([CH3:39])([CH3:40])[O:33]2.